Dataset: the Open Reaction Database (ORD), a public repository of structured organic reaction records. Task: describe an organic reaction: reactants, conditions, products, and yield The reactants are COC(=O)Cl, Cl, NC1CCC(C(=O)N2CC(c3ccc(F)cc3)C(N3CCN(c4cc(C(F)(F)F)cc(C(F)(F)F)c4)C3=O)C2)CC1. Product: COC(=O)NC1CCC(C(=O)N2CC(c3ccc(F)cc3)C(N3CCN(c4cc(C(F)(F)F)cc(C(F)(F)F)c4)C3=O)C2)CC1. As a reaction SMILES: [C:43]([O:44][CH3:45])(=[O:46])[Cl:47].[ClH:1].[NH2:2][CH:3]1[CH2:4][CH2:5][CH:6]([C:9](=[O:10])[N:11]2[CH2:12][CH:13]([N:23]3[C:24](=[O:42])[N:25]([c:28]4[cH:29][c:30]([C:38]([F:39])([F:40])[F:41])[cH:31][c:32]([C:34]([F:35])([F:36])[F:37])[cH:33]4)[CH2:26][CH2:27]3)[CH:14]([c:16]3[cH:17][cH:18][c:19]([F:22])[cH:20][cH:21]3)[CH2:15]2)[CH2:7][CH2:8]1>>[NH:2]([CH:3]1[CH2:4][CH2:5][CH:6]([C:9](=[O:10])[N:11]2[CH2:12][CH:13]([N:23]3[C:24](=[O:42])[N:25]([c:28]4[cH:29][c:30]([C:38]([F:39])([F:40])[F:41])[cH:31][c:32]([C:34]([F:35])([F:36])[F:37])[cH:33]4)[CH2:26][CH2:27]3)[CH:14]([c:16]3[cH:17][cH:18][c:19]([F:22])[cH:20][cH:21]3)[CH2:15]2)[CH2:7][CH2:8]1)[C:43]([O:44][CH3:45])=[O:46]. The product is CN(N)C(=O)NC=1SC(=NN1)C(C)(C)C (2-methyl-4-(5-t-butyl-1,3,4-thiadiazol-2-yl)semicarbazide). Solvent: C(Cl)Cl (methylene chloride). Procedure details: A solution of methylhydrazine (0.3 mole) in methylene chloride (150 ml) is charged into a glass reaction vessel equipped with a mechanical stirrer, thermometer and reflux condenser. 5-t-Butyl-1,3,4-thiadiazol-2-yl isocyanate dimer (0.1 mole) is then added, with stirring, at room temperature. After the addition is completed the reaction mixture is heated at reflux for a period of about 4 hours. After this time the reaction mixture is stripped of solvent and excess hydrazine to yield the desired p... As a reaction SMILES: [CH3:1][NH:2][NH2:3].[C:4]([C:8]1[S:12][C:11]([N:13]=[C:14]=[O:15])=[N:10][N:9]=1)([CH3:7])([CH3:6])[CH3:5].NN>C(Cl)Cl>[CH3:1][N:2]([C:14]([NH:13][C:11]1[S:12][C:8]([C:4]([CH3:7])([CH3:6])[CH3:5])=[N:9][N:10]=1)=[O:15])[NH2:3]. The reactants are C(C)(C)(C)C1=NN=C(S1)N=C=O (5-t-Butyl-1,3,4-thiadiazol-2-yl isocyanate), CNN (methylhydrazine), NN (hydrazine). Yields the product COc1cccc(N2CCN(C(=O)C(N)CCC(=O)OC(C)(C)C)CC2)c1. RXN SMILES: [C:1]([CH3:2])([CH3:3])([CH3:4])[O:5][C:6]([CH2:7][CH2:8][CH:9]([C:10](=[O:11])[N:12]1[CH2:13][CH2:14][N:15]([c:18]2[cH:19][c:20]([O:24][CH3:25])[cH:21][cH:22][cH:23]2)[CH2:16][CH2:17]1)[NH:26][C:27]([O:28][CH2:29][c:30]1[cH:31][cH:32][cH:33][cH:34][cH:35]1)=[O:36])=[O:37].[CH3:40][CH2:41][OH:42].[H:38][H:39]>>[C:1]([CH3:2])([CH3:3])([CH3:4])[O:5][C:6]([CH2:7][CH2:8][CH:9]([C:10](=[O:11])[N:12]1[CH2:13][CH2:14][N:15]([c:18]2[cH:19][c:20]([O:24][CH3:25])[cH:21][cH:22][cH:23]2)[CH2:16][CH2:17]1)[NH2:26])=[O:37]. Starting materials: COc1cccc(N2CCN(C(=O)C(CCC(=O)OC(C)(C)C)NC(=O)OCc3ccccc3)CC2)c1, CCO, [H][H]. Starting materials: 1D, BrC1=C2C(C(N(C2=CC=C1)CCCCC)=O)(C1=CC2=C(OCO2)C=C1O)O (4-bromo-3-hydroxy-3-(6-hydroxy-1,3-benzodioxol-5-yl)-1-pentyl-1,3-dihydro-2H-indol-2-one), C(C1=CC=CC=C1)OCCCN1C(C(C2=CC=CC=C12)(C1=CC2=C(OCO2)C=C1O)O)=O (1-[3-(benzyloxy)propyl]-3-hydroxy-3-(6-hydroxy-1,3-benzodioxol-5-yl)-1,3-dihydro-2H-indol-2-one). Product: C(C1=CC=CC=C1)OCCCN1C(C(C2=CC=CC=C12)C1=CC2=C(OCO2)C=C1O)=O (1-[3-(benzyloxy)propyl]-3-(6-hydroxy-1,3-benzodioxol-5-yl)-1,3-dihydro-2H-indol-2-one). RXN SMILES: BrC1C=CC=C2C=1C(O)(C1C(O)=CC3OCOC=3C=1)C(=O)N2CCCCC.[CH2:28]([O:35][CH2:36][CH2:37][CH2:38][N:39]1[C:47]2[C:42](=[CH:43][CH:44]=[CH:45][CH:46]=2)[C:41](O)([C:48]2[C:56]([OH:57])=[CH:55][C:51]3[O:52][CH2:53][O:54][C:50]=3[CH:49]=2)[C:40]1=[O:59])[C:29]1[CH:34]=[CH:33][CH:32]=[CH:31][CH:30]=1>>[CH2:28]([O:35][CH2:36][CH2:37][CH2:38][N:39]1[C:47]2[C:42](=[CH:43][CH:44]=[CH:45][CH:46]=2)[CH:41]([C:48]2[C:56]([OH:57])=[CH:55][C:51]3[O:52][CH2:53][O:54][C:50]=3[CH:49]=2)[C:40]1=[O:59])[C:29]1[CH:30]=[CH:31][CH:32]=[CH:33][CH:34]=1. Reported procedure: Following the procedure as described in PREPARATION 1D, and making non-critical variations to replace 4-bromo-3-hydroxy-3-(6-hydroxy-1,3-benzodioxol-5-yl)-1-pentyl-1,3-dihydro-2H-indol-2-one with 1-[3-(benzyloxy)propyl]-3-hydroxy-3-(6-hydroxy-1,3-benzodioxol-5-yl)-1,3-dihydro-2H-indol-2-one, the title compound was obtained (92%): 1H NMR (300 MHz, CDCl3) δ 7.42-6.95 (m, 9H), 6.56 (s, 1H), 6.24 (s, 1H), 5.86 (ABq, 1H), 5.81(ABq, 1H), 4.99 (s, 1H), 4.42 (s, 2H), 3.91-3.76 (m, 2H), 3.46 (t, 2H), 2.0... Starting materials: CN(C)C=O (DMF), C(CCC)OCCOC1=CC=C(C=C1)C=1C=CC2=C(C=C(CCN2CC=2OC=CC2)C(=O)O)C1 (7-(4-butoxyethoxyphenyl)-1-(2-furylmethyl)-2,3-dihydro-1-benzazepine-4-carboxylic acid), S(=O)(Cl)Cl (thionyl chloride). Solvent: O1CCCC1 (tetrahydrofuran). Conditions: time 1 hour. Yields the product C(CCC)OCCOC1=CC=C(C=C1)C=1C=CC2=C(C=C(CCN2CC=2OC=CC2)C(=O)NC2=CC=C(C=C2)CN(C2CCOCC2)C)C1 (7-(4-butoxyethoxyphenyl)-1-(2-furylmethyl)-N-[4-[[N-methyl-N-(tetrahydropyran-4-yl)amino]methyl]phenyl]-2,3-dihydro-1-benzazepine-4-carboxamide). As a reaction SMILES: [CH3:1][N:2]([CH:4]=O)[CH3:3].[CH2:6]([O:10][CH2:11][CH2:12][O:13][C:14]1[CH:19]=[CH:18][C:17]([C:20]2[CH:21]=[CH:22][C:23]3[N:29]([CH2:30][C:31]4[O:32][CH:33]=[CH:34][CH:35]=4)[CH2:28][CH2:27][C:26]([C:36](O)=[O:37])=[CH:25][C:24]=3[CH:39]=2)=[CH:16][CH:15]=1)[CH2:7][CH2:8][CH3:9].S(Cl)(Cl)=O>O1CCCC1>[CH2:6]([O:10][CH2:11][CH2:12][O:13][C:14]1[CH:19]=[CH:18][C:17]([C:20]2[CH:21]=[CH:22][C:23]3[N:29]([CH2:30][C:31]4[O:32][CH:33]=[CH:34][CH:35]=4)[CH2:28][CH2:27][C:26]([C:36]([NH:29][C:23]4[CH:24]=[CH:39][C:20]([CH2:4][N:2]([CH3:1])[CH:3]5[CH2:12][CH2:11][O:10][CH2:6][CH2:7]5)=[CH:21][CH:22]=4)=[O:37])=[CH:25][C:24]=3[CH:39]=2)=[CH:16][CH:15]=1)[CH2:7][CH2:8][CH3:9]. Procedure: One droplet of DMF was added to a solution of 7-(4-butoxyethoxyphenyl)-1-(2-furylmethyl)-2,3-dihydro-1-benzazepine-4-carboxylic acid (200 mg) in tetrahydrofuran (10 ml). Then, thionyl chloride (155 mg) was added at 0° C., the temperature was returned to room temperature, and the mixture was stirred under nitrogen atmosphere for 1 hour. Then, the solvent and excess thionyl chloride were evaporated, and the resulting residue was suspended in tetrahydrofuran (15 ml) and added to a solution of 4-[[N...